This data is from the Open Reaction Database (ORD), a public repository of structured organic reaction records. The task is: describe an organic reaction: reactants, conditions, products, and yield Reactants: Cn1ccnc1[Si](C)(C)C(C)(C)C, C1CCOC1, [Li]C(C)CC, O=C(c1ccc(Cl)cc1)c1ccc2c(c1)c(-c1cccc(Cl)c1)cc(=O)n2CC1CC1. Product: Cn1c(C(O)(c2ccc(Cl)cc2)c2ccc3c(c2)c(-c2cccc(Cl)c2)cc(=O)n3CC2CC2)cnc1[Si](C)(C)C(C)(C)C. Reaction SMILES: [C:1]([CH3:2])([CH3:3])([CH3:4])[Si:5]([c:6]1[n:7]([CH3:11])[cH:8][cH:9][n:10]1)([CH3:12])[CH3:13].[CH2:50]1[O:51][CH2:52][CH2:53][CH2:54]1.[CH:14]([Li:15])([CH2:16][CH3:17])[CH3:18].[Cl:19][c:20]1[cH:21][cH:22][c:23]([C:24](=[O:25])[c:26]2[cH:27][c:28]3[c:29](-[c:41]4[cH:42][c:43]([Cl:47])[cH:44][cH:45][cH:46]4)[cH:30][c:31](=[O:40])[n:32]([CH2:36][CH:37]4[CH2:38][CH2:39]4)[c:33]3[cH:34][cH:35]2)[cH:48][cH:49]1>>[C:1]([CH3:2])([CH3:3])([CH3:4])[Si:5]([c:6]1[n:7]([CH3:11])[c:8]([C:24]([c:23]2[cH:22][cH:21][c:20]([Cl:19])[cH:49][cH:48]2)([OH:25])[c:26]2[cH:27][c:28]3[c:29](-[c:41]4[cH:42][c:43]([Cl:47])[cH:44][cH:45][cH:46]4)[cH:30][c:31](=[O:40])[n:32]([CH2:36][CH:37]4[CH2:38][CH2:39]4)[c:33]3[cH:34][cH:35]2)[cH:9][n:10]1)([CH3:12])[CH3:13]. Reactants: ClC1=CC=C(C(=O)N)C=C1 (4-Chlorobenzamide), N1N=NC2=C1C=CC=C2 (benzotriazole), C1(=CC=C(C=C1)S(=O)(=O)O)C (p-toluenesulfonic acid). Product: N1(N=NC2=C1C=CC=C2)CNC(C2=CC=C(C=C2)Cl)=O (N-(1H-1,2,3-Benzotriazol-1-ylmethyl)-4-chlorobenzamide). As a reaction SMILES: [Cl:1][C:2]1[CH:10]=[CH:9][C:5]([C:6]([NH2:8])=[O:7])=[CH:4][CH:3]=1.[NH:11]1[C:15]2[CH:16]=[CH:17][CH:18]=[CH:19][C:14]=2[N:13]=[N:12]1.[C:20]1(C)C=CC(S(O)(=O)=O)=CC=1>>[N:11]1([CH2:20][NH:8][C:6](=[O:7])[C:5]2[CH:9]=[CH:10][C:2]([Cl:1])=[CH:3][CH:4]=2)[C:15]2[CH:16]=[CH:17][CH:18]=[CH:19][C:14]=2[N:13]=[N:12]1. Reported procedure: 4-Chlorobenzamide, paraformaldehyede, benzotriazole, and p-toluenesulfonic acid were processed as described in Example 18B to provide the title compound. Starting materials: [Cl-].[NH4+] (ammonium chloride), [Mg] (magnesium), BrCC(C)(C)C (1-bromo-2,2-dimethylpropane), FC1=C(C=C(C=C1)OC)C=1C(=CC(=CC1)OCC1=CC=C(C=C1)OC)C=O (2′-fluoro-5′-methoxy-4-((4-methoxybenzyl)oxy)biphenyl-2-carbaldehyde). The solvent is C(C)OCC (diethyl ether), C(C)OCC (diethyl ether). Run at time 30 minute. The product is FC1=C(C=C(C=C1)OC)C1=C(C=C(C=C1)OCC1=CC=C(C=C1)OC)C(CC(C)(C)C)O (1-(2′-fluoro-5′-methoxy-4-((4-methoxybenzyl)oxy)biphenyl-2-yl)-3,3-dimethylbutan-1-ol). As a reaction SMILES: [Mg].Br[CH2:3][C:4]([CH3:7])([CH3:6])[CH3:5].[F:8][C:9]1[CH:14]=[CH:13][C:12]([O:15][CH3:16])=[CH:11][C:10]=1[C:17]1[C:18]([CH:33]=[O:34])=[CH:19][C:20]([O:23][CH2:24][C:25]2[CH:30]=[CH:29][C:28]([O:31][CH3:32])=[CH:27][CH:26]=2)=[CH:21][CH:22]=1.[Cl-].[NH4+]>C(OCC)C>[F:8][C:9]1[CH:14]=[CH:13][C:12]([O:15][CH3:16])=[CH:11][C:10]=1[C:17]1[CH:22]=[CH:21][C:20]([O:23][CH2:24][C:25]2[CH:30]=[CH:29][C:28]([O:31][CH3:32])=[CH:27][CH:26]=2)=[CH:19][C:18]=1[CH:33]([OH:34])[CH2:3][C:4]([CH3:7])([CH3:6])[CH3:5] |f:3.4|. Procedure: To a mixture of magnesium (133 mg) and diethyl ether (10 mL) was added 1-bromo-2,2-dimethylpropane (0.68 mL), and the mixture was stirred at room temperature for 30 min. To the reaction mixture was added a solution of 2′-fluoro-5′-methoxy-4-((4-methoxybenzyl)oxy)biphenyl-2-carbaldehyde (1.02 g) in diethyl ether (5 mL), and the mixture was stirred at room temperature for 2 hr. To the reaction mixture was added saturated aqueous ammonium chloride solution, and the mixture was extracted with ethyl ... Starting materials: C(=O)([O-])[O-].[Cs+].[Cs+] (Cs2CO3), BrCC1=CC=C2C(=CC(=NC2=C1F)C(=O)OC)C=1C=NN(C1)C (Methyl 7-(bromomethyl)-8-fluoro-4-(1-methyl-1H-pyrazol-4-yl)quinoline-2-carboxylate), FC(C1CNCCO1)(F)F (2-(trifluoromethyl)morpholine). The solvent is CN(C)C=O (DMF), CCOC(=O)C (EtOAc). Reaction conditions: time 2 hour. Yields the product FC=1C(=CC=C2C(=CC(=NC12)C(=O)OC)C=1C=NN(C1)C)C (methyl 8-fluoro-7-methyl-4-(1-methyl-1H-pyrazol-4-yl)quinoline-2-carboxylate), mixture. Isolated yield 16.0%. As a reaction SMILES: C([O-])([O-])=O.[Cs+].[Cs+].Br[CH2:8][C:9]1[C:18]([F:19])=[C:17]2[C:12]([C:13]([C:24]3[CH:25]=[N:26][N:27]([CH3:29])[CH:28]=3)=[CH:14][C:15]([C:20]([O:22][CH3:23])=[O:21])=[N:16]2)=[CH:11][CH:10]=1.FC(F)(F)C1OCCNC1>CN(C=O)C.CCOC(C)=O>[F:19][C:18]1[C:9]([CH3:8])=[CH:10][CH:11]=[C:12]2[C:17]=1[N:16]=[C:15]([C:20]([O:22][CH3:23])=[O:21])[CH:14]=[C:13]2[C:24]1[CH:25]=[N:26][N:27]([CH3:29])[CH:28]=1 |f:0.1.2|. Procedure: Cs2CO3 (345 mg, 1.06 mmol) was added to a mixture of methyl 7-(bromomethyl)-8-fluoro-4-(1-methyl-1H-pyrazol-4-yl)quinoline-2-carboxylate (7-18, 160 mg, 0.42 mmol) and 2-(trifluoromethyl)morpholine (79 mg, 0.51 mmol) in DMF (4.2 mL). After stirring at room temperature for 2 h, the mixture was diluted with EtOAc, washed with H2O, then brine. The organic layer was dried over Na2SO4, filtered and concentrated. The residue was purified by column chromatography on silica gel, eluting with EtOAc/Hexane... Starting materials: C1CCOC1, COc1ccc2ccc(C(=O)O)c(OC(C)C)c2c1, CCOC(C)=O, NCc1ccccc1. The product is COc1ccc2ccc(C(=O)NCc3ccccc3)c(OC(C)C)c2c1. Reaction SMILES: [CH2:28]1[O:29][CH2:30][CH2:31][CH2:32]1.[CH3:1][O:2][c:3]1[cH:4][cH:5][c:6]2[cH:7][cH:8][c:9]([C:17](=[O:18])[OH:19])[c:10]([O:13][CH:14]([CH3:15])[CH3:16])[c:11]2[cH:12]1.[CH3:33][CH2:34][O:35][C:36](=[O:37])[CH3:38].[NH2:20][CH2:21][c:22]1[cH:23][cH:24][cH:25][cH:26][cH:27]1>>[CH3:1][O:2][c:3]1[cH:4][cH:5][c:6]2[cH:7][cH:8][c:9]([C:17](=[O:19])[NH:20][CH2:21][c:22]3[cH:23][cH:24][cH:25][cH:26][cH:27]3)[c:10]([O:13][CH:14]([CH3:15])[CH3:16])[c:11]2[cH:12]1. Reactants: Clc1ccc2c(Cl)cccc2n1, O=C(NCC(F)(F)F)C1(CCCCN2CCNCC2)c2ccccc2-c2ccccc21. Yields the product O=C(NCC(F)(F)F)C1(CCCCN2CCN(c3ccc4c(Cl)cccc4n3)CC2)c2ccccc2-c2ccccc21. Reaction SMILES: [Cl:32][c:33]1[n:34][c:35]2[cH:36][cH:37][cH:38][c:39]([Cl:43])[c:40]2[cH:41][cH:42]1.[F:1][C:2]([CH2:3][NH:4][C:5](=[O:6])[C:7]1([CH2:20][CH2:21][CH2:22][CH2:23][N:24]2[CH2:25][CH2:26][NH:27][CH2:28][CH2:29]2)[c:8]2[cH:9][cH:10][cH:11][cH:12][c:13]2-[c:14]2[cH:15][cH:16][cH:17][cH:18][c:19]21)([F:30])[F:31]>>[F:1][C:2]([CH2:3][NH:4][C:5](=[O:6])[C:7]1([CH2:20][CH2:21][CH2:22][CH2:23][N:24]2[CH2:25][CH2:26][N:27]([c:33]3[n:34][c:35]4[cH:36][cH:37][cH:38][c:39]([Cl:43])[c:40]4[cH:41][cH:42]3)[CH2:28][CH2:29]2)[c:8]2[cH:9][cH:10][cH:11][cH:12][c:13]2-[c:14]2[cH:15][cH:16][cH:17][cH:18][c:19]21)([F:30])[F:31]. Starting materials: ClC1=CC=C(C=C1)C1=C(C=2N(C(=N1)N1CC(C1)(C(=O)N)NCC)C(NN2)=O)C2=CC=C(C=C2)Cl (1-(7,8-bis(4-chlorophenyl)-3-oxo-2,3-dihydro-[1,2,4]triazolo[4,3-c]pyrimidin-5-yl)-3-(ethylamino)azetidine-3-carboxamide), IC (iodomethane), ClC1=CC=C(C=C1)C1=C(C=2N(C(=N1)N1CC(C1)(C(=O)N)NCC)C(N(N2)CC)=O)C2=CC=C(C=C2)Cl (1-(7,8-bis(4-chlorophenyl)-2-ethyl-3-oxo-2,3-dihydro-[1,2,4]triazolo[4,3-c]pyrimidin-5-yl)-3-(ethylamino)azetidine-3-carboxamide). Yields the product ClC1=CC=C(C=C1)C1=C(C=2N(C(=N1)N1CC(C1)(C(=O)N)NCC)C(N(N2)C)=O)C2=CC=C(C=C2)Cl (1-(7,8-bis(4-chlorophenyl)-2-methyl-3-oxo-2,3-dihydro-[1,2,4]triazolo[4,3-c]pyrimidin-5-yl)-3-(ethylamino)azetidine-3-carboxamide). RXN SMILES: ClC1C=CC(C2N=C(N3CC(NCC)(C(N)=O)C3)N3C(=O)NN=C3C=2C2C=CC(Cl)=CC=2)=CC=1.IC.[Cl:37][C:38]1[CH:43]=[CH:42][C:41]([C:44]2[N:49]=[C:48]([N:50]3[CH2:53][C:52]([NH:57][CH2:58][CH3:59])([C:54]([NH2:56])=[O:55])[CH2:51]3)[N:47]3[C:60](=[O:65])[N:61]([CH2:63]C)[N:62]=[C:46]3[C:45]=2[C:66]2[CH:71]=[CH:70][C:69]([Cl:72])=[CH:68][CH:67]=2)=[CH:40][CH:39]=1>>[Cl:37][C:38]1[CH:39]=[CH:40][C:41]([C:44]2[N:49]=[C:48]([N:50]3[CH2:53][C:52]([NH:57][CH2:58][CH3:59])([C:54]([NH2:56])=[O:55])[CH2:51]3)[N:47]3[C:60](=[O:65])[N:61]([CH3:63])[N:62]=[C:46]3[C:45]=2[C:66]2[CH:67]=[CH:68][C:69]([Cl:72])=[CH:70][CH:71]=2)=[CH:42][CH:43]=1. Reported procedure: The title compound was prepared by coupling 1-(7,8-bis(4-chlorophenyl)-3-oxo-2,3-dihydro-[1,2,4]triazolo[4,3-c]pyrimidin-5-yl)-3-(ethylamino)azetidine-3-carboxamide with iodomethane in a manner analogous to that in which 1-(7,8-bis(4-chlorophenyl)-2-ethyl-3-oxo-2,3-dihydro-[1,2,4]triazolo[4,3-c]pyrimidin-5-yl)-3-(ethylamino)azetidine-3-carboxamide was prepared. HPLC/MS: retention time 3.318 min, [M+H]30 =512. Yield: 78.7%. The product is FC1=CC=C(COC(=O)N2[C@H](C(=O)N[C@@H](C(C)C)CO)CCC2)C=C1 (N-(4-fluorobenzyloxycarbonyl)-L-prolyl-L-valinol). RXN SMILES: [F:1][C:2]1[CH:19]=[CH:18][C:5]([CH2:6][O:7][C:8]([N:10]2[CH2:17][CH2:16][CH2:15][C@H:11]2[C:12]([OH:14])=O)=[O:9])=[CH:4][CH:3]=1.ClC(OCC(C)C)=O.CN1CCOCC1.[NH2:35][C@H:36]([CH2:40][OH:41])[CH:37]([CH3:39])[CH3:38]>>[F:1][C:2]1[CH:3]=[CH:4][C:5]([CH2:6][O:7][C:8]([N:10]2[CH2:17][CH2:16][CH2:15][C@H:11]2[C:12]([NH:35][C@H:36]([CH2:40][OH:41])[CH:37]([CH3:39])[CH3:38])=[O:14])=[O:9])=[CH:18][CH:19]=1. The reactants are FC1=CC=C(COC(=O)N2[C@H](C(=O)O)CCC2)C=C1 (p-fluorobenzyloxycarbonyl-L-proline), ClC(=O)OCC(C)C (isobutyl chloroformate), CN1CCOCC1 (N-methylmorpholine), N[C@@H](C(C)C)CO (L-valinol), anhydride. Reported procedure: N-(4-fluorobenzyloxycarbonyl)-L-prolyl-L-valinol was prepared from 16.1 g (60.2 mmol) p-fluorobenzyloxycarbonyl-L-proline, 8.22 g (60.2 mmol) isobutyl chloroformate, 6.09 g (60.2 mmol) N-methylmorpholine, and 6.21 g (60.2 mmol) L-valinol, substantially according to the mixed anhydride procedure described in Example 1. The resulting crude product (19.46 g) was recrystallized from a mixture of 100 mL ethyl acetate and 200 mL n-hexane to give 16.69 g (47.4 mmol, 78.7%) of N-(4-fluorobenzyloxycarbon...